From a dataset of the Open Reaction Database (ORD), a public repository of structured organic reaction records. describe an organic reaction: reactants, conditions, products, and yield The reactants are ClCC1OC2=C(C(N(C1)C1CCCCC1)=O)C=CC=N2 (chloromethyl-4-cyclohexyl-2,3-dihydropyrido[3,2-f][1,4]oxazepin-5(4H)-one), ClCC1OC2=C(C(N(C1)C1CCCCC1)=O)C=CC=N2 (chloromethyl-4-cyclohexyl-2,3-dihydropyrido[3,2-f][1,4]oxazepin-5(4H)-one), CNC (dimethylamine), C(C(=O)O)(=O)O (oxalic acid). Solvent: C(C)(C)O (isopropyl alcohol). The product is C(C(=O)O)(=O)O.C1(CCCCC1)N1CC(OC2=C(C1=O)C=CC=N2)CN(C)C (4-Cyclohexyl-2-[(dimethylamino)methyl]-2,3-dihydropyrido[3,2-f][1,4]oxazepin-5(4H)-one oxalate). As a reaction SMILES: Cl[CH2:2][CH:3]1[CH2:9][N:8]([CH:10]2[CH2:15][CH2:14][CH2:13][CH2:12][CH2:11]2)[C:7](=[O:16])[C:6]2[CH:17]=[CH:18][CH:19]=[N:20][C:5]=2[O:4]1.[CH3:21][NH:22][CH3:23].[C:24]([OH:29])(=[O:28])[C:25]([OH:27])=[O:26]>C(O)(C)C>[C:24]([OH:29])(=[O:28])[C:25]([OH:27])=[O:26].[CH:10]1([N:8]2[C:7](=[O:16])[C:6]3[CH:17]=[CH:18][CH:19]=[N:20][C:5]=3[O:4][CH:3]([CH2:2][N:22]([CH3:23])[CH3:21])[CH2:9]2)[CH2:15][CH2:14][CH2:13][CH2:12][CH2:11]1 |f:4.5|. Reported procedure: Utilizing the procedure of Example 10, 2-(chloromethyl-4-cyclohexyl-2,3-dihydropyrido[3,2-f][1,4]oxazepin-5(4H)-one (Intermediate 35) is reacted with 40% aqueous dimethylamine and reacted with oxalic acid in isopropyl alcohol.